From a dataset of the Open Reaction Database (ORD), a public repository of structured organic reaction records. describe an organic reaction: reactants, conditions, products, and yield Yields the product CN(Cc1ccccc1)c1cc(C#N)ccn1. RXN SMILES: [CH3:10][NH:11][CH2:12][c:13]1[cH:14][cH:15][cH:16][cH:17][cH:18]1.[CH3:20][N:21]1[CH2:22][CH2:23][CH2:24][C:25]1=[O:26].[Cl:1][c:2]1[n:3][cH:4][cH:5][c:6]([C:8]#[N:9])[cH:7]1.[OH2:19]>>[c:2]1([N:11]([CH3:10])[CH2:12][c:13]2[cH:14][cH:15][cH:16][cH:17][cH:18]2)[n:3][cH:4][cH:5][c:6]([C:8]#[N:9])[cH:7]1. Starting materials: CNCc1ccccc1, CN1CCCC1=O, N#Cc1ccnc(Cl)c1, O. Reactants: IC=1C=C2C=CNC2=CC1 (5-iodoindole), [H-].[Na+] (sodium hydride), C(=O)=O (dry ice), IC (iodomethane). Run in CCCCCC (hexane), CCOCC (Ether), C1CCOC1 (THF). The product is CN1C=CC2=CC(=CC=C12)I (1-Methyl-5-iodoindole). As a reaction SMILES: [I:1][C:2]1[CH:3]=[C:4]2[C:8](=[CH:9][CH:10]=1)[NH:7][CH:6]=[CH:5]2.[H-].[Na+].IC.[C:15](=O)=O>C1COCC1.CCCCCC.CCOCC>[CH3:15][N:7]1[C:8]2[C:4](=[CH:3][C:2]([I:1])=[CH:10][CH:9]=2)[CH:5]=[CH:6]1 |f:1.2|. Reported procedure: To a solution of 5-iodoindole (75 g, 0.31 mol) in dry THF (750 mL), at −78° C. was added sodium hydride (60% in mineral oil, 14.85 g, 0.37 mol) in one portion. The suspension was stirred at −78° C. for 1 hour after which iodomethane (28.8 mL, 0.46 mol) was added. The reaction mixture was stirred overnight with a slow elevation of temperature to room temperature (no more dry ice was added). Ether (600 mL) and hexane (1.2 L) were added and the mixture was washed with brine (1.6 L) and water (1.5 L...